This data is from the Open Reaction Database (ORD), a public repository of structured organic reaction records. The task is: describe an organic reaction: reactants, conditions, products, and yield The reactants are Diacyl biphenyl, [OH-].C(CCC)[N+](CCCC)(CCCC)CCCC (tetrabutylammonium hydroxide). The solvent is C(C)#N (acetonitrile). The product is C1(=CC=CC=2C3=CC=CC=C3C12)O (biphenyl enol). Reaction SMILES: [OH-:1].C([N+]([CH2:15][CH2:16][CH2:17][CH3:18])(CCCC)CCCC)CCC>C(#N)C>[C:15]1([OH:1])[C:16]2[C:17]3[C:18](=[CH:15][CH:16]=[CH:17][CH:18]=3)[C:18]=2[CH:17]=[CH:16][CH:15]=1 |f:0.1|. Reported procedure: Diacyl biphenyl XIX is treated with a reducing agent (e.g., tetrabutylammonium hydroxide)in an organic solvent (e.g., acetonitrile) to form a biphenyl enol ##STR28## Starting materials: ClC=1C=C(C=CC1)COC=1C=CC(=C(C(=O)O)C1)C (5-{[(3-chlorophenyl)methyl]oxy}-2-methylbenzoic acid), Intermediate 85, C(C(=O)Cl)(=O)Cl (oxalyl chloride). The reagents and catalysts are CN(C)C=O (DMF). Run in C(Cl)Cl (DCM). Conditions: time 1 hour. The product is ClC=1C=C(C=CC1)COC=1C=CC(=C(C(=O)Cl)C1)C (5-{[(3-chlorophenyl)methyl]oxy}-2-methylbenzoylchloride). As a reaction SMILES: [Cl:1][C:2]1[CH:3]=[C:4]([CH2:8][O:9][C:10]2[CH:11]=[CH:12][C:13]([CH3:19])=[C:14]([CH:18]=2)[C:15](O)=[O:16])[CH:5]=[CH:6][CH:7]=1.C(Cl)(=O)C([Cl:23])=O>CN(C=O)C.C(Cl)Cl>[Cl:1][C:2]1[CH:3]=[C:4]([CH2:8][O:9][C:10]2[CH:11]=[CH:12][C:13]([CH3:19])=[C:14]([CH:18]=2)[C:15]([Cl:23])=[O:16])[CH:5]=[CH:6][CH:7]=1. Reported procedure: DMF (1 drop) was added to a suspension of 5-{[(3-chlorophenyl)methyl]oxy}-2-methylbenzoic acid from the preparation of Intermediate 85 as described above (200 mg, 0.72 mmol) and oxalyl chloride (95 ul, 1.08 mmol, 1.5 eq) in DCM (5 ml). The resulting mixture was stirred at room temperature for 1 hour. The reaction mixture was then evaporated to dryness and azeotroped with toluene (2×50 ml). The organic layer was separated, dried and evaporated in vacuo to afford the title compound as a yellow sol... Reactants: BrB(Br)Br, COc1ccc(-c2ccc(C=O)c3ccsc23)cc1, ClCCl. The product is O=Cc1ccc(-c2ccc(O)cc2)c2sccc12. Reaction SMILES: [B:20]([Br:21])([Br:22])[Br:23].[CH3:1][O:2][c:3]1[cH:4][cH:5][c:6](-[c:9]2[cH:10][cH:11][c:12]([CH:18]=[O:19])[c:13]3[cH:14][cH:15][s:16][c:17]23)[cH:7][cH:8]1.[Cl:24][CH2:25][Cl:26]>>[OH:2][c:3]1[cH:4][cH:5][c:6](-[c:9]2[cH:10][cH:11][c:12]([CH:18]=[O:19])[c:13]3[cH:14][cH:15][s:16][c:17]23)[cH:7][cH:8]1. The reactants are COC(=O)c1ccc(F)cc1Br, O=C([O-])[O-], Cc1ccccc1, [Cs+], [Cs+], Nc1ccccc1, CC(=O)[O-], CC(=O)[O-], [Pd+2], c1ccc(P(c2ccccc2)c2ccc3ccccc3c2-c2c(P(c3ccccc3)c3ccccc3)ccc3ccccc23)cc1. The product is COC(=O)c1ccc(F)cc1Nc1ccccc1. Reaction SMILES: [Br:1][c:2]1[c:3]([C:4](=[O:5])[O:6][CH3:7])[cH:8][cH:9][c:10]([F:12])[cH:11]1.[C:66](=[O:67])([O-:68])[O-:69].[CH3:72][c:73]1[cH:74][cH:75][cH:76][cH:77][cH:78]1.[Cs+:70].[Cs+:71].[NH2:13][c:14]1[cH:15][cH:16][cH:17][cH:18][cH:19]1.[O-:80][C:81]([CH3:82])=[O:83].[O-:84][C:85]([CH3:86])=[O:87].[Pd+2:79].[c:20]1([P:21]([c:22]2[cH:23][cH:24][cH:25][cH:26][cH:27]2)[c:28]2[cH:29][cH:30][c:31]3[c:32]([cH:33][cH:34][cH:35][cH:36]3)[c:37]2-[c:38]2[c:39]3[c:40]([cH:41][cH:42][cH:43][cH:44]3)[cH:45][cH:46][c:47]2[P:48]([c:49]2[cH:50][cH:51][cH:52][cH:53][cH:54]2)[c:55]2[cH:56][cH:57][cH:58][cH:59][cH:60]2)[cH:61][cH:62][cH:63][cH:64][cH:65]1>>[c:2]1([NH:13][c:14]2[cH:15][cH:16][cH:17][cH:18][cH:19]2)[c:3]([C:4](=[O:5])[O:6][CH3:7])[cH:8][cH:9][c:10]([F:12])[cH:11]1. Starting materials: FC1=CC(=C(C=O)C(=C1)N1N=CC2=C(C=C3CCCCN23)C1=O)C1=CN(C(C(=C1)NC1=NC=C(C=C1)N1C(CN(CC1)C1COC1)C)=O)C (4-Fluoro-2-(1-methyl-5-(5-(2-methyl-4-(oxetan-3-yl)piperazin-1-yl)pyridin-2-ylamino)-6-oxo-1,6-dihydropyridin-3-yl)-6-(1-oxo-6,7,8,9-tetrahydropyridazino[4,5-b]indolizin-2(1H)-yl)benzaldehyde), [BH4-].[Na+] (NaBH4). Solvent: CO (methanol). Reaction conditions: time 2 hour. The product is FC=1C=C(C(=C(C1)N1N=CC2=C(C=C3CCCCN23)C1=O)CO)C1=CN(C(C(=C1)NC1=NC=C(C=C1)N1[C@H](CN(CC1)C1COC1)C)=O)C (2-[5-fluoro-2-(hydroxymethyl)-3-[1-methyl-5-[[5-[(2S)-2-methyl-4-(oxetan-3-yl)piperazin-1-yl]-2-pyridyl]amino]-6-oxo-3-pyridyl]phenyl]-6,7,8,9-tetrahydropyridazino[4,5-b]indolizin-1-one). The yield is 56.0%. As a reaction SMILES: [F:1][C:2]1[CH:9]=[C:8]([N:10]2[C:22](=[O:23])[C:14]3[CH:15]=[C:16]4[N:21]([C:13]=3[CH:12]=[N:11]2)[CH2:20][CH2:19][CH2:18][CH2:17]4)[C:5]([CH:6]=[O:7])=[C:4]([C:24]2[CH:29]=[C:28]([NH:30][C:31]3[CH:36]=[CH:35][C:34]([N:37]4[CH2:42][CH2:41][N:40]([CH:43]5[CH2:46][O:45][CH2:44]5)[CH2:39][CH:38]4[CH3:47])=[CH:33][N:32]=3)[C:27](=[O:48])[N:26]([CH3:49])[CH:25]=2)[CH:3]=1.[BH4-].[Na+]>CO>[F:1][C:2]1[CH:3]=[C:4]([C:24]2[CH:29]=[C:28]([NH:30][C:31]3[CH:36]=[CH:35][C:34]([N:37]4[CH2:42][CH2:41][N:40]([CH:43]5[CH2:44][O:45][CH2:46]5)[CH2:39][C@@H:38]4[CH3:47])=[CH:33][N:32]=3)[C:27](=[O:48])[N:26]([CH3:49])[CH:25]=2)[C:5]([CH2:6][OH:7])=[C:8]([N:10]2[C:22](=[O:23])[C:14]3[CH:15]=[C:16]4[N:21]([C:13]=3[CH:12]=[N:11]2)[CH2:20][CH2:19][CH2:18][CH2:17]4)[CH:9]=1 |f:1.2|. Reported procedure: A solution of 127g (100.0 mg, 0.15 mmol) in methanol (20 mL) was added NaBH4 (17.0 mg, 0.45 mmol). The mixture was stirred at room temperature for 2 h. It was then quenched with water (1 mL) and the mixture was evaporated under reduced pressure. The residue was purified by reverse-phase prep-HPLC to afford 127 (56 mg, yield 56%) as a white solid. MS: [M+H]+ 667.4. 1H NMR (500 MHz, DMSO-d6) δ 8.58 (d, J=2.0, 1H), 8.47 (s, 1H), 8.40 (s, 1H), 7.85 (d, J=2.5, 1H), 7.39 (d, J=2.0, 1H), 7.37-7.34 (m, ... The reactants are CCO, COc1nc2c(cc1C#CCO)c(=O)c(C(=O)NCc1ccc(Cl)cc1)cn2C. Product: COc1nc2c(cc1CCCO)c(=O)c(C(=O)NCc1ccc(Cl)cc1)cn2C. As a reaction SMILES: [CH3:30][CH2:31][OH:32].[Cl:1][c:2]1[cH:3][cH:4][c:5]([CH2:6][NH:7][C:8](=[O:9])[c:10]2[cH:11][n:12]([CH3:27])[c:13]3[n:14][c:15]([O:25][CH3:26])[c:16]([C:21]#[C:22][CH2:23][OH:24])[cH:17][c:18]3[c:19]2=[O:20])[cH:28][cH:29]1>>[Cl:1][c:2]1[cH:3][cH:4][c:5]([CH2:6][NH:7][C:8](=[O:9])[c:10]2[cH:11][n:12]([CH3:27])[c:13]3[n:14][c:15]([O:25][CH3:26])[c:16]([CH2:21][CH2:22][CH2:23][OH:24])[cH:17][c:18]3[c:19]2=[O:20])[cH:28][cH:29]1. Starting materials: CC(=O)OC(C)=O, CN(C)c1ccncc1, ClC(Cl)Cl, COc1ccc(CC(C)=O)cc1N. The product is COc1ccc(CC(C)=O)cc1NC(C)=O. Reaction SMILES: [CH3:14][C:15](=[O:16])[O:17][C:18](=[O:19])[CH3:20].[CH3:25][N:26]([c:27]1[cH:28][cH:29][n:30][cH:31][cH:32]1)[CH3:33].[CH:21]([Cl:22])([Cl:23])[Cl:24].[NH2:1][c:2]1[cH:3][c:4]([CH2:10][C:11]([CH3:12])=[O:13])[cH:5][cH:6][c:7]1[O:8][CH3:9]>>[NH:1]([c:2]1[cH:3][c:4]([CH2:10][C:11]([CH3:12])=[O:13])[cH:5][cH:6][c:7]1[O:8][CH3:9])[C:15]([CH3:14])=[O:16]. Starting materials: C(C)N=C=NCCCN(C)C (1-ethyl-3-(3-dimethylaminopropyl)carbodiimide), OC1=CC=CC=2NN=NC21 (hydroxybenzotriazole), C(C)(C)N(CC)C(C)C (diisopropylethylamine), C1(CC1)C1=C(C(=O)O)C(=CC(=C1)N1CCOCC1)C (2-cyclopropyl-6-methyl-4-morpholin-4-yl-benzoic acid), NCC[C@H](C(C)(C)C)O ((3R)-1-amino-4,4-dimethyl-pentan-3-ol). Run in O (Water), ClCCl (dichloromethane). Run at time 16 hour. Product: C1(CC1)C1=C(C(=O)NCC[C@H](C(C)(C)C)O)C(=CC(=C1)N1CCOCC1)C (2-cyclopropyl-N-[(3R)-3-hydroxy-4,4-dimethyl-pentyl]-6-methyl-4-morpholin-4-yl-benzamide). Yield: 39.0%. RXN SMILES: [CH:1]1([C:4]2[CH:12]=[C:11]([N:13]3[CH2:18][CH2:17][O:16][CH2:15][CH2:14]3)[CH:10]=[C:9]([CH3:19])[C:5]=2[C:6]([OH:8])=O)[CH2:3][CH2:2]1.C(N=C=NCCCN(C)C)C.OC1C2N=NNC=2C=CC=1.C(N(C(C)C)CC)(C)C.[NH2:50][CH2:51][CH2:52][C@@H:53]([OH:58])[C:54]([CH3:57])([CH3:56])[CH3:55]>ClCCl.O>[CH:1]1([C:4]2[CH:12]=[C:11]([N:13]3[CH2:18][CH2:17][O:16][CH2:15][CH2:14]3)[CH:10]=[C:9]([CH3:19])[C:5]=2[C:6]([NH:50][CH2:51][CH2:52][C@@H:53]([OH:58])[C:54]([CH3:57])([CH3:56])[CH3:55])=[O:8])[CH2:2][CH2:3]1. Reported procedure: To a stirred solution of 2-cyclopropyl-6-methyl-4-morpholin-4-yl-benzoic acid (synthesized according to the methods described in sections a) to f)) (0.34 g, 1.3 mmol) in dichloromethane (10 ml) are added 1-ethyl-3-(3-dimethylaminopropyl)carbodiimide (0.30 g, 1.56 mmol), hydroxybenzotriazole (0.21 g, 1.56 mmol) and diisopropylethylamine (0.65 ml, 3.9 mmol) at 0° C. and stirred for 15 min before the addition of (3R)-1-amino-4,4-dimethyl-pentan-3-ol (synthesized according to the methods described i...